This data is from the Open Reaction Database (ORD), a public repository of structured organic reaction records. The task is: describe an organic reaction: reactants, conditions, products, and yield Starting materials: O=C(Cl)c1ccccc1, CCOC(=O)CN(Cc1ccccc1)C(=O)C(NC(=O)OC(C)(C)C)C(C)C, CCOC(C)=O, CCN(C(C)C)C(C)C, Cl. Product: CCOC(=O)CN(Cc1ccccc1)C(=O)C(NC(=O)c1ccccc1)C(C)C. As a reaction SMILES: [C:39]([c:40]1[cH:41][cH:42][cH:43][cH:44][cH:45]1)([Cl:46])=[O:47].[CH2:1]([CH3:2])[O:3][C:4]([CH2:5][N:6]([CH2:7][c:8]1[cH:9][cH:10][cH:11][cH:12][cH:13]1)[C:14]([CH:15]([CH:16]([CH3:17])[CH3:18])[NH:19][C:20]([O:22][C:21]([CH3:23])([CH3:24])[CH3:25])=[O:26])=[O:27])=[O:28].[CH3:48][CH2:49][O:50][C:51]([CH3:52])=[O:53].[CH:30]([N:31]([CH2:32][CH3:33])[CH:34]([CH3:35])[CH3:36])([CH3:37])[CH3:38].[ClH:29]>>[CH2:1]([CH3:2])[O:3][C:4]([CH2:5][N:6]([CH2:7][c:8]1[cH:9][cH:10][cH:11][cH:12][cH:13]1)[C:14]([CH:15]([CH:16]([CH3:17])[CH3:18])[NH:19][C:20](=[O:22])[c:40]1[cH:41][cH:42][cH:43][cH:44][cH:45]1)=[O:27])=[O:28]. Reactants: C([O-])([O-])=O.[K+].[K+] (potassium carbonate), CN(C(=O)Cl)C (dimethyl carbamyl chloride), C(CCCCCCC\C=C/CCCCCCCC)(=O)[O-].C(C)OC(C(CC1=CC=[NH+]C=C1)OC(C)C)=O (4-(3-ethoxy-2-isopropoxy-3-oxopropyl)-1-pyridinium oleate), C[Si](C)(C)C#N (trimethylsilyl cyanide). Run in ClCCl (dichloromethane). Conditions: time 11.5 hour. Yields the product C(#N)C1=NC=CC(=C1)CC(C(=O)OCC)OC(C)C (ethyl 3-(2-cyano-4-pyridyl)-2-isopropoxypropanoate). Reaction SMILES: [CH3:1][N:2](C)C(Cl)=O.C([O-])(=O)CCCCCCC/C=C\CCCCCCCC.[CH2:27]([O:29][C:30](=[O:43])[CH:31]([O:39][CH:40]([CH3:42])[CH3:41])[CH2:32][C:33]1[CH:38]=[CH:37][NH+:36]=[CH:35][CH:34]=1)[CH3:28].C[Si](C#N)(C)C.C(=O)([O-])[O-].[K+].[K+]>ClCCl>[C:1]([C:37]1[CH:38]=[C:33]([CH2:32][CH:31]([O:39][CH:40]([CH3:42])[CH3:41])[C:30]([O:29][CH2:27][CH3:28])=[O:43])[CH:34]=[CH:35][N:36]=1)#[N:2] |f:1.2,4.5.6|. Reported procedure: 2.3 mL dimethyl carbamyl chloride was added dropwise over 40 minutes into a solution of 6.40 g crude 4-(3-ethoxy-2-isopropoxy-3-oxopropyl)-1-pyridinium oleate and 3.3 mL trimethylsilyl cyanide in dichloromethane (60 mL), followed by stirring for 11.5 hours. 10% aqueous potassium carbonate was added to the reaction solution, followed by stirring at room temperature for 30 minutes. The organic layer was dried over anhydrous sodium sulfate and concentrated. The residue was purified by silica gel fl... The reactants are C(C1=CC=CC=C1)N(C1=C(C(=O)O)C=CC=C1OCCCO)S(=O)(=O)C1=CC=C(C=C1)OC (2-[Benzyl-(4-methoxy-benzenesulfonyl)-amino]-3-(3-hydroxy-propoxy)-benzoic acid), [Si](C)(C)(C(C)(C)C)Cl (t-butyidimethylsilyl chloride), Cl (HCl), [OH-].[Na+] (sodium hydroxide). Run in CN(C)C=O (DMF), CCOC(=O)C (EtOAc), O (water). Reaction conditions: time 18 hour. Product: C(C1=CC=CC=C1)N(C1=C(C(=O)O)C=CC=C1OCCCO[Si](C)(C)C(C)(C)C)S(=O)(=O)C1=CC=C(C=C1)OC (2-[Benzyl-(4-methoxy-benzenesulfonyl)-amino]-3-[3-(tert-butyl-dimethyl-silanyloxy)-propoxy]-benzoic acid). The yield is 49.3%. Reaction SMILES: [CH2:1]([N:8]([S:23]([C:26]1[CH:31]=[CH:30][C:29]([O:32][CH3:33])=[CH:28][CH:27]=1)(=[O:25])=[O:24])[C:9]1[C:17]([O:18][CH2:19][CH2:20][CH2:21][OH:22])=[CH:16][CH:15]=[CH:14][C:10]=1[C:11]([OH:13])=[O:12])[C:2]1[CH:7]=[CH:6][CH:5]=[CH:4][CH:3]=1.[Si:34](Cl)([C:37]([CH3:40])([CH3:39])[CH3:38])([CH3:36])[CH3:35].[OH-].[Na+].Cl>CN(C=O)C.O.CCOC(C)=O>[CH2:1]([N:8]([S:23]([C:26]1[CH:31]=[CH:30][C:29]([O:32][CH3:33])=[CH:28][CH:27]=1)(=[O:25])=[O:24])[C:9]1[C:17]([O:18][CH2:19][CH2:20][CH2:21][O:22][Si:34]([C:37]([CH3:40])([CH3:39])[CH3:38])([CH3:36])[CH3:35])=[CH:16][CH:15]=[CH:14][C:10]=1[C:11]([OH:13])=[O:12])[C:2]1[CH:3]=[CH:4][CH:5]=[CH:6][CH:7]=1 |f:2.3|. Procedure details: To a solution of 0.145 g (0.308 mmol) of the product of Example 172 in 5.0 mL of DMF was added 0.105 g (1.539 mmol) of iidazle and 0.111 g (0.739 mmol) of t-butyidimethylsilyl chloride. The reaction was stirred at room temperature for 18 h and then 0.40 mL of 1N sodium hydroxide solution was added and the resulting mixture was sired for 1 h. The reaction mixture was then diluted with water, acidified with 5% HCl solution and extted with EtOAc. The combined organics were washed with water, dried ... The reactants are NC1=CC=CC=2OCCOC21 (5-amino-2,3-dihydro[1,4]benzodioxin), ω, ω'-dibromo-butan-2-ol, C(=O)([O-])[O-].[K+].[K+] (K2CO3), ClC1=CC=CC=C1 (chlorobenzene). Yields the product O1CCOC2=C1C=CC=C2N2CC(CC2)O (1-(2,3-dihydro[1,4]benzodioxin-5-yl)pyrrolidin-3-ol). Reaction SMILES: [NH2:1][C:2]1[C:11]2[O:10][CH2:9][CH2:8][O:7][C:6]=2[CH:5]=[CH:4][CH:3]=1.C([O-])([O-])=[O:13].[K+].[K+].Cl[C:19]1C=C[CH:22]=[CH:21][CH:20]=1>>[O:7]1[C:6]2[CH:5]=[CH:4][CH:3]=[C:2]([N:1]3[CH2:22][CH2:21][CH:20]([OH:13])[CH2:19]3)[C:11]=2[O:10][CH2:9][CH2:8]1 |f:1.2.3|. Reported procedure: 10 g (66 mmol) of 5-amino-2,3-dihydro[1,4]benzodioxin, 7.65 ml of ω, ω'-dibromo-butan-2-ol and 18.25 g of K2CO3 in 125 ml of chlorobenzene are heated at reflux for 18 hours. After removal of the solvent by evaporation, the residue is taken up in methylene chloride and washed with water. Drying and evaporation yield 17.6 g of an oil which corresponds to the expected product. Reactants: S(=O)(=O)(C)CCC#C (1-mesylbut-3-yne), IC=1C=C(C=CC1)C (3-iodotoluene). Reagents/catalysts: [Cu]I (copper (I) iodide), Cl[Pd]([P](C1=CC=CC=C1)(C2=CC=CC=C2)C3=CC=CC=C3)([P](C4=CC=CC=C4)(C5=CC=CC=C5)C6=CC=CC=C6)Cl (PdCl2(PPh3)2). Solvent: CCN(CC)CC (Et3N). Run at time 20 hour. Product: S(=O)(=O)(C)CCC#CC1=CC(=CC=C1)C (1-Mesyl-4-(3-methylphenyl)but-3-yne). Isolated yield 49.8%. RXN SMILES: [S:1]([CH2:5][CH2:6][C:7]#[CH:8])([CH3:4])(=[O:3])=[O:2].I[C:10]1[CH:11]=[C:12]([CH3:16])[CH:13]=[CH:14][CH:15]=1>CCN(CC)CC.[Cu]I.Cl[Pd](Cl)([P](C1C=CC=CC=1)(C1C=CC=CC=1)C1C=CC=CC=1)[P](C1C=CC=CC=1)(C1C=CC=CC=1)C1C=CC=CC=1>[S:1]([CH2:5][CH2:6][C:7]#[C:8][C:10]1[CH:15]=[CH:14][CH:13]=[C:12]([CH3:16])[CH:11]=1)([CH3:4])(=[O:3])=[O:2] |^1:28,47|. Procedure: A mixture of 1-mesylbut-3-yne (758 mg, 5.10 mmol), 3-iodotoluene (1.31 g, 6.00 mmol), copper (I) iodide (40 mg), PdCl2(PPh3)2 (70 mg) in 12 mL of Et3N is stirred at room temperature under N2 for 20 hr. The mixture is filtered and washed with Et3N (3×15 mL). The filtrate is evaporated in vacuo and is purified by flash chromatography to give the product as a pale yellow oil (565 mg, 47%): 1H NMR (CDCl3) 2.31 (s, 3 H), 2.88 (t, J=6.9 Hz, 2 H), 3.07 (s, 3 H), 4.38 (t, J=6.9 Hz, 2 H), 7.20 (m, 4 H). Conditions: time 16 hour. Reactants: CC1=C(OCC(=O)OCC)C=CC(=C1)SCC1=C(N=C(S1)C1=CC(=C(C=C1)C(F)(F)F)F)C (Ethyl 2-{2-methyl-4-[({4-methyl-2-[3-fluoro-4-(trifluoromethyl)phenyl]-1,3-thiazol-5-yl}methyl)sulfanyl]phenoxy}acetate), [Li+].[OH-] (LiOH), O (water), Cl (HCl). Solvent: C1CCOC1 (THF). The product is CC1=C(OCC(=O)O)C=CC(=C1)SCC1=C(N=C(S1)C1=CC(=C(C=C1)C(F)(F)F)F)C (2-{2-methyl-4-[({4-methyl-2-[3-fluoro-4-(trifluoromethyl)phenyl]-1,3-thiazol-5-yl}methyl)sulfanyl]phenoxy}acetic Acid). As a reaction SMILES: [CH3:1][C:2]1[CH:14]=[C:13]([S:15][CH2:16][C:17]2[S:21][C:20]([C:22]3[CH:27]=[CH:26][C:25]([C:28]([F:31])([F:30])[F:29])=[C:24]([F:32])[CH:23]=3)=[N:19][C:18]=2[CH3:33])[CH:12]=[CH:11][C:3]=1[O:4][CH2:5][C:6]([O:8]CC)=[O:7].[Li+].[OH-].O.Cl>C1COCC1>[CH3:1][C:2]1[CH:14]=[C:13]([S:15][CH2:16][C:17]2[S:21][C:20]([C:22]3[CH:27]=[CH:26][C:25]([C:28]([F:31])([F:29])[F:30])=[C:24]([F:32])[CH:23]=3)=[N:19][C:18]=2[CH3:33])[CH:12]=[CH:11][C:3]=1[O:4][CH2:5][C:6]([OH:8])=[O:7] |f:1.2|. Reported procedure: A solution of Example 2a (1 mmol) in THF (10 mL) was treated with 1N LiOH in water (2 mL, 2 mmol), and stirred 16 h at room temperature (when reactions were slow, the temperature was elevated to 50° C.). The solution was neutralized with 1N HCl (2 mL, 2 mmol) and the organic solvent evaporated to afford an aqueous solution with an insoluble product. If the insoluble was a solid, it was filtered and dried to afford the final product. If the insoluble was an oil, it was extracted with EtOAc (30 mL...